From a dataset of the Open Reaction Database (ORD), a public repository of structured organic reaction records. describe an organic reaction: reactants, conditions, products, and yield The reactants are OCC1=CC=C(S1)CC(=O)O (2-[5-(hydroxymethyl)-2-thienyl]acetic acid), N1C=NC=C1 (imidazole), [Si](C)(C)(C(C)(C)C)Cl (tert-butyldimethylsilyl chloride), C([O-])([O-])=O.[K+].[K+] (potassium carbonate), resultant solution. The solvent is O (water), C(C)(=O)OCC (ethyl acetate), O1CCCC1 (tetrahydrofuran). Reaction conditions: time 20 minute. The product is [Si](C)(C)(C(C)(C)C)OCC1=CC=C(S1)CC(=O)O (2-[5-[[tert-butyl(dimethyl)silyl]oxymethyl]-2-thienyl]acetic acid). Isolated yield 24.0%. Reaction SMILES: [OH:1][CH2:2][C:3]1[S:7][C:6]([CH2:8][C:9]([OH:11])=[O:10])=[CH:5][CH:4]=1.N1C=CN=C1.[Si:17](Cl)([C:20]([CH3:23])([CH3:22])[CH3:21])([CH3:19])[CH3:18].C(=O)([O-])[O-].[K+].[K+]>O.C(OCC)(=O)C.O1CCCC1>[Si:17]([O:1][CH2:2][C:3]1[S:7][C:6]([CH2:8][C:9]([OH:11])=[O:10])=[CH:5][CH:4]=1)([C:20]([CH3:23])([CH3:22])[CH3:21])([CH3:19])[CH3:18] |f:3.4.5|. Reported procedure: To a solution of 2-[5-(hydroxymethyl)-2-thienyl]acetic acid (500 mg, 2.91 mmol) and imidazole (415 mg, 6.11 mmol) was added tert-butyldimethylsilyl chloride (916 mg, 6.11 mmol) portionwise over 20 minutes. The resultant solution was stirred at room temperature for one hour, tetrahydrofuran (10 mL) was then added and the reaction mixture cooled in an ice-bath. A solution of potassium carbonate (500 mg, 3.62 mmol) in water (10 mL) was added and the reaction mixture stirred for 20 minutes. The reac... The reactants are BrC=1C=CC2=C(CN(CCO2)C(=O)Cl)C1 (7-bromo-2,3-dihydro-1,4-benzoxazepine-4(5H)-carbonyl chloride), FC(C=1C=C(C=CC1)C1(CCNCC1)O)(F)F (4-(3-(trifluoromethyl)phenyl)piperidin-4-ol), C(C)(C)N(CC)C(C)C (diisopropylethylamine). Solvent: ClCCl (dichloromethane), C(C)(=O)OCC (ethyl acetate). The product is BrC=1C=CC2=C(CN(CCO2)C(=O)N2CCC(CC2)(O)C2=CC(=CC=C2)C(F)(F)F)C1 (1-[(7-bromo-2,3-dihydro-1,4-benzoxazepin-4(5H)-yl)carbonyl]-4-[3-(trifluoromethyl)phenyl]piperidin-4-ol). The yield is 99.8%. RXN SMILES: [Br:1][C:2]1[CH:3]=[CH:4][C:5]2[O:11][CH2:10][CH2:9][N:8]([C:12](Cl)=[O:13])[CH2:7][C:6]=2[CH:15]=1.[F:16][C:17]([F:32])([F:31])[C:18]1[CH:19]=[C:20]([C:24]2([OH:30])[CH2:29][CH2:28][NH:27][CH2:26][CH2:25]2)[CH:21]=[CH:22][CH:23]=1.C(N(C(C)C)CC)(C)C>ClCCl.C(OCC)(=O)C>[Br:1][C:2]1[CH:3]=[CH:4][C:5]2[O:11][CH2:10][CH2:9][N:8]([C:12]([N:27]3[CH2:26][CH2:25][C:24]([C:20]4[CH:21]=[CH:22][CH:23]=[C:18]([C:17]([F:16])([F:31])[F:32])[CH:19]=4)([OH:30])[CH2:29][CH2:28]3)=[O:13])[CH2:7][C:6]=2[CH:15]=1. Procedure details: A solution of 7-bromo-2,3-dihydro-1,4-benzoxazepine-4(5H)-carbonyl chloride (example 2) (0.400 g, 1.38 mmol), 4-(3-(trifluoromethyl)phenyl)piperidin-4-ol (0.371 g, 1.51 mmol), and diisopropylethylamine (0.535 g, 4.14 mmol) in dichloromethane (3 mL) was stirred at room temperature for 1 hour. The reaction mixture was diluted with ethyl acetate (50 mL), washed with 10% citric acid (20 mL) and brine (20 mL). The organic layer was dried over sodium sulfate. Filtration and concentration afforded 1-[(... Starting materials: CCOC(=O)CBr, CN(C)C=O, [H-], [Na+], Oc1ccc(OCCCCCn2ccnc2)cc1. Product: CCOC(=O)COc1ccc(OCCCCCn2ccnc2)cc1. Reaction SMILES: [Br:19][CH2:20][C:21](=[O:22])[O:23][CH2:24][CH3:25].[CH3:28][N:29]([CH3:30])[CH:31]=[O:32].[H-:26].[Na+:27].[n:1]1([CH2:6][CH2:7][CH2:8][CH2:9][CH2:10][O:11][c:12]2[cH:13][cH:14][c:15]([OH:18])[cH:16][cH:17]2)[cH:2][n:3][cH:4][cH:5]1>>[n:1]1([CH2:6][CH2:7][CH2:8][CH2:9][CH2:10][O:11][c:12]2[cH:13][cH:14][c:15]([O:18][CH2:20][C:21](=[O:22])[O:23][CH2:24][CH3:25])[cH:16][cH:17]2)[cH:2][n:3][cH:4][cH:5]1. Procedure details: To a stirred solution of 25 g of α-bromphenylacetic acid in 100 ml of dry tetrahydrofuran was added 151 ml of 1.0M diborane in tetrahydrofuran dropwise at 5° C. under argon over 30 minutes. This mixture was stirred overnight at room temperature, then cooled to 0° C. and 130 ml of tetrahydrofuran:water (1:1) was added dropwise. The mixture was then saturated with potassium carbonate and the tetrahydrofuran removed. The aqueous remainder was extracted three times with ether. The extracts were comb... The reactants are O1CCCC1.O (tetrahydrofuran water), BrC(C(=O)O)C1=CC=CC=C1 (α-bromphenylacetic acid), B#B (diborane). Reaction SMILES: [Br:1][CH:2]([C:6]1[CH:11]=[CH:10][CH:9]=[CH:8][CH:7]=1)[C:3](O)=[O:4].B#B.O1CCCC1.O>O1CCCC1>[Br:1][CH:2]([C:6]1[CH:11]=[CH:10][CH:9]=[CH:8][CH:7]=1)[CH2:3][OH:4] |f:2.3|. Reaction conditions: time 8 hour. Product: BrC(CO)C1=CC=CC=C1 (2-Bromo-2-phenylethanol). Run in O1CCCC1 (tetrahydrofuran), O1CCCC1 (tetrahydrofuran).